This data is from the Open Reaction Database (ORD), a public repository of structured organic reaction records. The task is: describe an organic reaction: reactants, conditions, products, and yield The reactants are CN1C=CC2=CC=C(C=C12)C#N (1-methylindole-6-carbonitrile), [H-].[Al+3].[Li+].[H-].[H-].[H-] (lithium aluminum hydride). Solvent: C1CCOC1 (THF), C1CCOC1 (THF). Reaction conditions: temperature 50 celsius. Yields the product NCC1=CC=C2C=CN(C2=C1)C (6-Aminomethyl-1-methylindole). Isolated yield 90.9%. Reaction SMILES: [CH3:1][N:2]1[C:10]2[C:5](=[CH:6][CH:7]=[C:8]([C:11]#[N:12])[CH:9]=2)[CH:4]=[CH:3]1.[H-].[Al+3].[Li+].[H-].[H-].[H-]>C1COCC1>[NH2:12][CH2:11][C:8]1[CH:9]=[C:10]2[C:5]([CH:4]=[CH:3][N:2]2[CH3:1])=[CH:6][CH:7]=1 |f:1.2.3.4.5.6|. Procedure details: Dissolve 1-methylindole-6-carbonitrile (0.97 g, 6.18 mmol) in anhydrous THF (10 mL) and add slowly to 1M lithium aluminum hydride in THF (1.24 mL, 1.24 mmol) at ambient temperature. Heat the reaction mixture at 50° C. for 17 h and cool to ambient temperature. Quench the reaction mixture with water until a granular precipitate starts to form and filter through a pad of Celite®. Evaporate the solvent and purify by SCX chromatography to obtain the title compound as a yellow oil (0.9 g, 91%). GC-MS ... Reactants: CCNC, O=C1OC(Cn2cc(C=C(Br)Br)nn2)CN1c1ccc(C2=CCS(=O)(=O)CC2)c(F)c1, CN(C)C=O, O. Product: CCN(C)C(=O)Cc1cn(CC2CN(c3ccc(C4=CCS(=O)(=O)CC4)c(F)c3)C(=O)O2)nn1. RXN SMILES: [CH2:32]([CH3:33])[NH:34][CH3:35].[O:1]=[S:2]1(=[O:31])[CH2:3][CH2:4][C:5]([c:8]2[c:9]([F:30])[cH:10][c:11]([N:14]3[C:15](=[O:29])[O:16][CH:17]([CH2:19][n:20]4[n:21][n:22][c:23]([CH:25]=[C:26]([Br:27])[Br:28])[cH:24]4)[CH2:18]3)[cH:12][cH:13]2)=[CH:6][CH2:7]1.[O:37]=[CH:38][N:39]([CH3:40])[CH3:41].[OH2:36]>>[O:1]=[S:2]1(=[O:31])[CH2:3][CH2:4][C:5]([c:8]2[c:9]([F:30])[cH:10][c:11]([N:14]3[C:15](=[O:29])[O:16][CH:17]([CH2:19][n:20]4[n:21][n:22][c:23]([CH2:25][C:26]([N:34]([CH2:32][CH3:33])[CH3:35])=[O:36])[cH:24]4)[CH2:18]3)[cH:12][cH:13]2)=[CH:6][CH2:7]1. The reactants are ClC1=C2C=CNC2=CC=C1 (4-chloro indole), C1(=CC=C(C=C1)C=O)C1=CC=CC=C1 (4-biphenyl carboxaldehyde). Yields the product ClC1=C2C(=CNC2=CC=C1)C(C1=CC=C(C=C1)C1=CC=CC=C1)C1=CNC2=CC=CC(=C12)Cl (Bis(4-chloroindol-3-yl)-(1,1′-biphenyl-4-yl)methane). Reaction SMILES: [Cl:1][C:2]1[CH:10]=[CH:9][CH:8]=[C:7]2[C:3]=1[CH:4]=[CH:5][NH:6]2.[C:11]1([C:19]2[CH:24]=[CH:23][CH:22]=[CH:21][CH:20]=2)[CH:16]=[CH:15][C:14]([CH:17]=O)=[CH:13][CH:12]=1>>[Cl:1][C:2]1[CH:10]=[CH:9][CH:8]=[C:7]2[C:3]=1[C:4]([CH:17]([C:4]1[C:3]3[C:7](=[CH:8][CH:9]=[CH:10][C:2]=3[Cl:1])[NH:6][CH:5]=1)[C:14]1[CH:15]=[CH:16][C:11]([C:19]3[CH:24]=[CH:23][CH:22]=[CH:21][CH:20]=3)=[CH:12][CH:13]=1)=[CH:5][NH:6]2. Procedure: The compound Bis(4-chloroindol-3-yl)-(1,1′-biphenyl-4-yl)methane was prepared following general procedure A, starting from 4-chloro indole and 4-biphenyl carboxaldehyde. LC: Tr 2.79 min, MS: 467 (M+H)+ The reactants are FC=1C=C(C=CC1)S (3-fluorothiophenol), C(OCC)(OCC)=O (diethyl carbonate), C(=O)([O-])[O-].[K+].[K+] (K2CO3). The reagents and catalysts are C1COCCOCCOCCOCCOCCO1 (18-crown-6 ether). Run at temperature 100 celsius. The product is FC1=CC(=CC=C1)SC (1-fluoro-3-(methylsulfanyl)benzene). Yield: 96.9%. Reaction SMILES: [F:1][C:2]1[CH:3]=[C:4]([SH:8])[CH:5]=[CH:6][CH:7]=1.[C:9](=O)(OCC)OCC.C([O-])([O-])=O.[K+].[K+]>C1OCCOCCOCCOCCOCCOC1>[F:1][C:2]1[CH:7]=[CH:6][CH:5]=[C:4]([S:8][CH3:9])[CH:3]=1 |f:2.3.4|. Procedure: To a solution of 3-fluorothiophenol (4.73 g, 37.0 mmol) in diethyl carbonate (11 mL, 129 mmol) was added K2CO3 (7.67 g, 55.5 mmol) and 18-crown-6 ether (100 mg, 0.37 mmol). The reaction mixture was refluxed at 100° C. for 12 h. The reaction mixture was cooled to 20° C. then quenched by addition of H2O and extracted with Et2O. The combine organic solution was washed with H2O and brine, dried over MgSO4.to give 1-fluoro-3-(methylsulfanyl)benzene (5.10 g, 97%) as a colorless oil. The reactants are C(C1=CC=CC=C1)OC1=C(C=CC=C1CO)OC (2-benzyloxy-3-hydroxymethyl-1-methoxybenzene), P(Br)(Br)Br (phosphorous tribromide). Solvent: C(C)OCC (diethyl ether). The product is C(C1=CC=CC=C1)OC1=C(C=CC=C1CBr)OC (2-Benzyloxy-3-bromomethyl-1-methoxybenzene). The yield is 131.1%. As a reaction SMILES: [CH2:1]([O:8][C:9]1[C:14]([CH2:15]O)=[CH:13][CH:12]=[CH:11][C:10]=1[O:17][CH3:18])[C:2]1[CH:7]=[CH:6][CH:5]=[CH:4][CH:3]=1.P(Br)(Br)[Br:20]>C(OCC)C>[CH2:1]([O:8][C:9]1[C:14]([CH2:15][Br:20])=[CH:13][CH:12]=[CH:11][C:10]=1[O:17][CH3:18])[C:2]1[CH:7]=[CH:6][CH:5]=[CH:4][CH:3]=1. Procedure: To a solution of 15.04 g (62 mmol) of 2-benzyloxy-3-hydroxymethyl-1-methoxybenzene, from Step 2, in 140 mL of diethyl ether at 0° C. was added slowly, with stirring, 2.9 mL (31 mmol) of phosphorous tribromide. The reaction mixture was stirred at 0° C. for 30 minutes and then allowed to warm to ambient temperature over a 4 h period. The solution phase was decanted and the reaction was quenched with aqueous sodium bicarbonate solution. The layers were separated and the aqueous layer was extracted ...